This data is from the Open Reaction Database (ORD), a public repository of structured organic reaction records. The task is: describe an organic reaction: reactants, conditions, products, and yield Reactants: OC1=CC=C(C(=O)OC)C=C1 (p-hydroxybenzoic acid, methyl ester), [H-].[Na+] (NaH), C1(=CC=CC=C1)CCCBr (3-phenylpropyl bromide). Solvent: CCOC(=O)C (EtOAc), O (water), C1(=CC=CC=C1)C.CN(C)C=O (toluene DMF). The product is C1(=CC=CC=C1)CCCOC1=CC=C(C(=O)OC)C=C1 (4-(3-Phenylpropoxy)benzoic acid, methyl ester). RXN SMILES: [OH:1][C:2]1[CH:11]=[CH:10][C:5]([C:6]([O:8][CH3:9])=[O:7])=[CH:4][CH:3]=1.[H-].[Na+].[C:14]1([CH2:20][CH2:21][CH2:22]Br)[CH:19]=[CH:18][CH:17]=[CH:16][CH:15]=1>C1(C)C=CC=CC=1.CN(C=O)C.CCOC(C)=O.O>[C:14]1([CH2:20][CH2:21][CH2:22][O:1][C:2]2[CH:3]=[CH:4][C:5]([C:6]([O:8][CH3:9])=[O:7])=[CH:10][CH:11]=2)[CH:19]=[CH:18][CH:17]=[CH:16][CH:15]=1 |f:1.2,4.5|. Procedure details: To a solution of p-hydroxybenzoic acid, methyl ester (2.0 g, 13.2 mmol) in toluene/DMF (2:1) under argon was added NaH (630 mg, 2.0 eq.). After stirring for 15 minutes 3-phenylpropyl bromide (3.0 ml, 1.5 eq.) was added and the mixture refluxed for 4 hours. The solution was diluted with EtOAc and water. The organic layer was washed with H2O, 5% KHSO4 and brine, then dried over anhydrous MgSO4. Concentration in vacuo gave a yellow oil which solidified upon standing. Recrystallization from hexane/E...